From a dataset of the Open Reaction Database (ORD), a public repository of structured organic reaction records. describe an organic reaction: reactants, conditions, products, and yield Starting materials: 41, COC=1C=C(C=CC1)C(CP(OCC)(OCC)=O)=O (diethyl [2-(3-methoxyphenyl)-2-oxoethyl]phosphonate), O1CCCC1 (tetrahydrofuran), [H-].[Na+] (sodium hydride), O=C1CCN(CC1)C(=O)OCC (ethyl 4-oxo-1-piperidinecarboxylate). The solvent is O (water). Run at temperature 15 celsius, time 30 minute. Yields the product 30, COC=1C=C(C=CC1)C(CC=1CCN(CC1)C(=O)OCC)=O (ethyl 2,3-dihydro-4-[2-(3-methoxyphenyl)-2-oxoethyl]-1(6H)-pyridinecarboxylate). The yield is 83.0%. RXN SMILES: [CH3:1][O:2][C:3]1[CH:4]=[C:5]([C:9](=[O:19])[CH2:10]P(=O)(OCC)OCC)[CH:6]=[CH:7][CH:8]=1.O1CCCC1.[H-].[Na+].O=[C:28]1[CH2:33][CH2:32][N:31]([C:34]([O:36][CH2:37][CH3:38])=[O:35])[CH2:30][CH2:29]1>O>[CH3:1][O:2][C:3]1[CH:4]=[C:5]([C:9](=[O:19])[CH2:10][C:28]2[CH2:33][CH2:32][N:31]([C:34]([O:36][CH2:37][CH3:38])=[O:35])[CH2:30][CH:29]=2)[CH:6]=[CH:7][CH:8]=1 |f:2.3|. Procedure details: To a stirred mixture of 41 parts of diethyl [2-(3-methoxyphenyl)-2-oxoethyl]phosphonate and 180 parts of tetrahydrofuran are added portionwise 5 parts of sodium hydride dispersion 61% while cooling at about 15° C. Upon completion, stirring is continued for 30 minutes at room temperature. Then there are added dropwise 21 parts of ethyl 4-oxo-1-piperidinecarboxylate at about 20° C. Stirring is continued for 4 hours at 60° C. The reaction mixture is cooled, water is added and the layers are separat... Starting materials: OC(C(=O)[O-])C#CC(C)(C)C (2-hydroxy-5,5,-dimethyl-3-hexynoate), n-butyl ester, C([O-])([O-])=O.[K+].[K+] (potassium carbonate), CO (methanol), Cl (hydrochloric acid). The solvent is O (water), O (water). Yields the product OC(C(=O)O)C#CC(C)(C)C (2-hydroxy-5,5-dimethyl- 3-hexynoic acid). Yield: 75.0%. Reaction SMILES: [OH:1][CH:2]([C:6]#[C:7][C:8]([CH3:11])([CH3:10])[CH3:9])[C:3]([O-:5])=[O:4].C(=O)([O-])[O-].[K+].[K+].CO.Cl>O>[OH:1][CH:2]([C:6]#[C:7][C:8]([CH3:11])([CH3:10])[CH3:9])[C:3]([OH:5])=[O:4] |f:1.2.3|. Procedure details: A magnetically stirred mixture comprising 2.10 g (0.01 mole) of twice distilled 2-hydroxy-5,5,-dimethyl-3-hexynoate, n-butyl ester, 1.40 g (0.01 mole) of potassium carbonate and 3 ml of methanol in 20 ml of water was heated, under a dry nitrogen atmosphere, at 75°-80° C. for 1.5 hours during which time the substrate dissolved to afford a faint yellow solution. After cooling, 20 ml of water was added and the solution was exhaustively extracted with ether. The aqueous phase was then treated with 1... Reactants: C(C1=CC=CC=C1)OCN1C=C(C=2N=CN=C(C21)OC)CN[C@@H](C(=O)OCC)[C@@H](C(=O)OCC)O ((2R,3S)-diethyl 2-((5-(benzyloxymethyl)-4-methoxy-5H-pyrrolo[3,2-d]pyrimidin-7-yl)methylamino)-3-hydroxysuccinate), [BH4-].[Li+] (lithium borohydride). Run in CO (methanol), C(C)OCC (diethyl ether), CO (methanol), CO (methanol). Product: C(C1=CC=CC=C1)OCN1C=C(C=2N=CN=C(C21)OC)CN[C@@H]([C@@H](CO)O)CO ((2S,3R)-3-((5-(benzyloxymethyl)-4-methoxy-5H-pyrrolo[3,2-d]pyrimidin-7-yl)methylamino)butane-1,2,4-triol). Isolated yield 66.2%. As a reaction SMILES: [CH2:1]([O:8][CH2:9][N:10]1[C:18]2[C:17]([O:19][CH3:20])=[N:16][CH:15]=[N:14][C:13]=2[C:12]([CH2:21][NH:22][C@H:23]([C@H:29]([OH:35])[C:30](OCC)=[O:31])[C:24](OCC)=[O:25])=[CH:11]1)[C:2]1[CH:7]=[CH:6][CH:5]=[CH:4][CH:3]=1.[BH4-].[Li+]>C(OCC)C.CO>[CH2:1]([O:8][CH2:9][N:10]1[C:18]2[C:17]([O:19][CH3:20])=[N:16][CH:15]=[N:14][C:13]=2[C:12]([CH2:21][NH:22][C@H:23]([CH2:24][OH:25])[C@H:29]([OH:35])[CH2:30][OH:31])=[CH:11]1)[C:2]1[CH:3]=[CH:4][CH:5]=[CH:6][CH:7]=1 |f:1.2|. Reported procedure: To a stirred solution of the product from Example 17.1 (1.718 g, 3.53 mmol) in diethyl ether (30 ml) was added methanol (1.43 ml, 35.3 mmol) and then lithium borohydride (8.83 ml, 17.7 mmol, 2.0M in THF). After 1 h methanol (1.43 ml, 35.3 mmol) was added to the reaction mixture and stirring continued. After 1 h further the reaction mixture was diluted with methanol and then concentrated. The residue was dissolved in methanol (20 ml), diluted with hydrochloric acid (20 ml, 1M) and concentrated. T... The reactants are CN(C=CC(=O)C1=CC=C(S1)C(=O)O)C (5-(3-dimethylamino-acryloyl)thiophene-2-carboxylic acid), C1(=CC(=CC=C1)NC(=N)N)C (N-m-tolylguanidine), [OH-].[Na+] (NaOH). Run in COCCO (2-methoxyethanol), C(CC(O)(C(=O)O)CC(=O)O)(=O)O (citric acid). Run at temperature 100 celsius. Product: C1(=CC(=CC=C1)NC1=NC=CC(=N1)C1=CC=C(S1)C(=O)O)C (5-(2-m-tolylamino-pyrimidin-4-yl)thiophene-2-carboxylic acid). Yield: 53.9%. RXN SMILES: CN(C)[CH:3]=[CH:4][C:5]([C:7]1[S:11][C:10]([C:12]([OH:14])=[O:13])=[CH:9][CH:8]=1)=O.[C:16]1([CH3:26])[CH:21]=[CH:20][CH:19]=[C:18]([NH:22][C:23]([NH2:25])=[NH:24])[CH:17]=1.[OH-].[Na+]>COCCO.C(O)(=O)CC(CC(O)=O)(C(O)=O)O>[C:16]1([CH3:26])[CH:21]=[CH:20][CH:19]=[C:18]([NH:22][C:23]2[N:25]=[C:5]([C:7]3[S:11][C:10]([C:12]([OH:14])=[O:13])=[CH:9][CH:8]=3)[CH:4]=[CH:3][N:24]=2)[CH:17]=1 |f:2.3|. Reported procedure: 5-(3-dimethylamino-acryloyl)thiophene-2-carboxylic acid (200 mg, 0.888 mmol), N-m-tolylguanidine (71.1 mg, 1.77 mmol) and NaOH (264 mg, 1.77 mmol) were dissolved in 2-methoxyethanol (2 mL) and heated at 100° C. for 48 hours. After cooling, the reaction was diluted with 10% Aqueous citric acid solution and the solids were collected by filtration. The solids were washed with water and Et2O and dried to afford 5-(2-m-tolylamino-pyrimidin-4-yl)thiophene-2-carboxylic acid (149 mg, 53.8%) as a yellow ...